The task is: describe an organic reaction: reactants, conditions, products, and yield. This data is from the Open Reaction Database (ORD), a public repository of structured organic reaction records. Starting materials: COC(=O)C(Br)c1ccc(OCCOc2ccc(Cl)cc2)cc1, Oc1ccc(C(F)(F)F)cc1. Product: COC(=O)C(Oc1ccc(C(F)(F)F)cc1)c1ccc(OCCOc2ccc(Cl)cc2)cc1. Reaction SMILES: [Br:1][CH:2]([C:3](=[O:4])[O:5][CH3:6])[c:7]1[cH:8][cH:9][c:10]([O:13][CH2:14][CH2:15][O:16][c:17]2[cH:18][cH:19][c:20]([Cl:23])[cH:21][cH:22]2)[cH:11][cH:12]1.[F:24][C:25]([c:26]1[cH:27][cH:28][c:29]([OH:32])[cH:30][cH:31]1)([F:33])[F:34]>>[CH:2]([C:3](=[O:4])[O:5][CH3:6])([c:7]1[cH:8][cH:9][c:10]([O:13][CH2:14][CH2:15][O:16][c:17]2[cH:18][cH:19][c:20]([Cl:23])[cH:21][cH:22]2)[cH:11][cH:12]1)[O:32][c:29]1[cH:28][cH:27][c:26]([C:25]([F:24])([F:33])[F:34])[cH:31][cH:30]1. The reactants are FC1=C(C=CC=C1)C(CC(=O)O)SC1=CC=CC=C1 (3-(2-fluorophenyl)-3-phenylmercapto-propionic acid), P(=O)(Cl)(Cl)Cl (phosphorous oxychloride), CN(C=O)C (dimethylformamide). Product: ClC1=C(C(SC2=CC=CC=C12)C1=C(C=CC=C1)F)C=O (4-chloro-2'-fluoro-3-formyl-thioflav-3-ene). Reaction SMILES: [F:1][C:2]1[CH:7]=[CH:6][CH:5]=[CH:4][C:3]=1[CH:8]([S:13][C:14]1[CH:19]=[CH:18][CH:17]=[CH:16][CH:15]=1)[CH2:9][C:10](O)=O.P(Cl)(Cl)([Cl:22])=O.CN(C)[CH:27]=[O:28]>>[Cl:22][C:10]1[C:19]2[C:14](=[CH:15][CH:16]=[CH:17][CH:18]=2)[S:13][CH:8]([C:3]2[CH:4]=[CH:5][CH:6]=[CH:7][C:2]=2[F:1])[C:9]=1[CH:27]=[O:28]. Procedure details: As in example 18, but using 5.4 g 3-(2-fluorophenyl)-3-phenylmercapto-propionic acid, 40 ml dimethylformamide and 15 ml phosphorous oxychloride. After hydrolysis a precipitate forms which is filtered, washed with water and dried over phosphorous pentoxide. The residual solid is recrystallized in hexane and pure yellow crystalline 4-chloro-2'-fluoro-3-formyl-thioflav-3-ene is obtained; m.p. 119°-120° C. Reactants: Cc1cc(C)c(-c2c(C)nn3c4c(c(C)nc23)CCN4Cc2ccccc2)c(C)c1, CCO, Cl, [H][H]. Product: Cc1cc(C)c(-c2c(C)nn3c4c(c(C)nc23)CCN4)c(C)c1. As a reaction SMILES: [CH2:2]([c:3]1[cH:4][cH:5][cH:6][cH:7][cH:8]1)[N:9]1[CH2:10][CH2:11][c:12]2[c:13]([CH3:31])[n:14][c:15]3[n:16]([c:17]21)[n:18][c:19]([CH3:30])[c:20]3-[c:21]1[c:22]([CH3:29])[cH:23][c:24]([CH3:28])[cH:25][c:26]1[CH3:27].[CH3:32][CH2:33][OH:34].[ClH:1].[H:35][H:36]>>[NH:9]1[CH2:10][CH2:11][c:12]2[c:13]([CH3:31])[n:14][c:15]3[n:16]([c:17]21)[n:18][c:19]([CH3:30])[c:20]3-[c:21]1[c:22]([CH3:29])[cH:23][c:24]([CH3:28])[cH:25][c:26]1[CH3:27]. Reactants: C(C=O)(=O)[O-].[Na+] (sodium glyoxylate), C(C)(=O)[O-].[NH4+] (ammonium acetate), C=1(O)C(O)=CC=CC1 (catechol). Solvent: O (water). Yields the product OC=1C=C(C=CC1O)NCC(=O)O ((3,4-dihydroxyphenyl)glycine). RXN SMILES: [C:1]([O-:5])(=[O:4])[CH:2]=O.[Na+].C([O-])(=O)C.[NH4+:11].[C:12]1([C:14](=[CH:16][CH:17]=[CH:18][CH:19]=1)[OH:15])[OH:13]>O>[OH:13][C:12]1[CH:19]=[C:18]([NH:11][CH2:2][C:1]([OH:5])=[O:4])[CH:17]=[CH:16][C:14]=1[OH:15] |f:0.1,2.3|. Procedure details: 36.9 g of sodium glyoxylate, 75 g of ammonium acetate, 72 g of catechol and 130 ml of water are treated in the same manner as described in Example 1. 11.0 g of DL-(3,4-dihydroxyphenyl)glycine are thereby obtained as crystals. Yield: 18.5 g M.p. 185°-188° C. (decomp.). Product: OC=1C=C(C(=O)NC)C=CC1 (3-Hydroxy-N-methylbenzamide). Reaction SMILES: [OH:1][C:2]1[CH:3]=[C:4]([CH:8]=[CH:9][CH:10]=1)[C:5](O)=[O:6].[CH3:11][NH2:12]>>[OH:1][C:2]1[CH:3]=[C:4]([CH:8]=[CH:9][CH:10]=1)[C:5]([NH:12][CH3:11])=[O:6]. Isolated yield 91.5%. Procedure details: A mixture of 3-hydroxybenzoic acid (1.3 g, 9.4 mmol) and a ethanolic methylamine solution (33%, 1.5 ml, 12.1 mmol) were stirred at 60° C. for 48 h, then the solvent was evaporated in vacuo, and the residue redissolved in a small volume of ethanol. The product precipitated from the solution by the addition of ethyl acetate. The precipitate was collected by filtration and dried to give the subtitled compound (1.3 g, 91%). The reactants are OC=1C=C(C(=O)O)C=CC1 (3-hydroxybenzoic acid), CN (methylamine). Reactants: BrC=1C=CC(N(C1)CCC(C)C)=O (5-bromo-1-isopentylpyridin-2(1H)-one), CS(=O)(=O)NC=1C=C(C=CC1)B(O)O (3-(methylsulfonamido)phenylboronic acid). Yields the product C(CC(C)C)N1C=C(C=CC1=O)C=1C=C(C=CC1)NS(=O)(=O)C (N-(3-(1-isopentyl-6-oxo-1,6-dihydropyridin-3-yl)phenyl)methanesulfonamide). Yield: 78.0%. As a reaction SMILES: Br[C:2]1[CH:3]=[CH:4][C:5](=[O:13])[N:6]([CH2:8][CH2:9][CH:10]([CH3:12])[CH3:11])[CH:7]=1.[CH3:14][S:15]([NH:18][C:19]1[CH:20]=[C:21](B(O)O)[CH:22]=[CH:23][CH:24]=1)(=[O:17])=[O:16]>>[CH2:8]([N:6]1[C:5](=[O:13])[CH:4]=[CH:3][C:2]([C:23]2[CH:24]=[C:19]([NH:18][S:15]([CH3:14])(=[O:16])=[O:17])[CH:20]=[CH:21][CH:22]=2)=[CH:7]1)[CH2:9][CH:10]([CH3:12])[CH3:11]. Procedure details: According to scheme 3 Method A: The title compound was prepared from 5-bromo-1-isopentylpyridin-2(1H)-one (1 eq, 0.41 mmol, 0.10 g) and 3-(methylsulfonamido)phenylboronic acid (1.5 eq, 0.61 mmol, 0.13 g) according to the procedure described for Example 2 Step 2. The crude product was purified by flash chromatography over silica gel (AIT Flashsmart prepacked column 15 g SiO2) using CH2Cl2/AcOEt (80/20) as the eluent to afford N-(3-(1-isopentyl-6-oxo-1,6-dihydropyridin-3-yl)phenyl)methanesulfonami...